describe an organic reaction: reactants, conditions, products, and yield From a dataset of the Open Reaction Database (ORD), a public repository of structured organic reaction records. The reactants are BrC=1C=C(C=CC1)C1=CC(=CC=C1)C=C (3-bromo-3′-vinylbiphenyl), [Mg] (Magnesium), [Mg] (magnesium), O=C1C[C@H](N(C1)C(=O)OCC[Si](C)(C)C)C(=O)OC ((S)-2-methyl 1-(2-(trimethylsilyl)ethyl) 4-oxopyrrolidine-1,2-dicarboxylate), [Mg] (magnesium). The solvent is C1CCOC1 (THF), C1CCOC1 (THF), C(Cl)Cl (DCM). Run at time 30 minute. Yields the product O[C@]1(C[C@H](N(C1)C(=O)OCC[Si](C)(C)C)C(=O)OC)C=1C=C(C=CC1)C1=CC(=CC=C1)C=C ((2S,4R)-2-methyl 1-(2-(trimethylsilyl)ethyl) 4-hydroxy-4-(3′-vinylbiphenyl-3-yl)pyrrolidine-1,2-dicarboxylate). Yield: 30.8%. RXN SMILES: [Mg].Br[C:3]1[CH:4]=[C:5]([C:9]2[CH:14]=[CH:13][CH:12]=[C:11]([CH:15]=[CH2:16])[CH:10]=2)[CH:6]=[CH:7][CH:8]=1.[O:17]=[C:18]1[CH2:22][N:21]([C:23]([O:25][CH2:26][CH2:27][Si:28]([CH3:31])([CH3:30])[CH3:29])=[O:24])[C@H:20]([C:32]([O:34][CH3:35])=[O:33])[CH2:19]1>C1COCC1.C(Cl)Cl>[OH:17][C@:18]1([C:3]2[CH:4]=[C:5]([C:9]3[CH:14]=[CH:13][CH:12]=[C:11]([CH:15]=[CH2:16])[CH:10]=3)[CH:6]=[CH:7][CH:8]=2)[CH2:22][N:21]([C:23]([O:25][CH2:26][CH2:27][Si:28]([CH3:30])([CH3:31])[CH3:29])=[O:24])[C@H:20]([C:32]([O:34][CH3:35])=[O:33])[CH2:19]1. Reported procedure: Magnesium (0.513 g, 21.11 mmol) was stirred in a round bottom flask under nitrogen for 30 min. to cause scratching of the surface of the magnesium turnings. 10 mL of THF was added to the magnesium turnings and stirred for an additional 30 min. 3-bromo-3′-vinylbiphenyl (5.21 g, 20.10 mmol) in THF (100 mL), was added in dropwise at reflux with vigorous stirring. The Grignard solution was added to a solution of (S)-2-methyl 1-(2-(trimethylsilyl)ethyl) 4-oxopyrrolidine-1,2-dicarboxylate (5.78 g, 20.... The reactants are Brc1cncnc1, Cc1ccc(N)c(C(=O)Nc2ccc(F)c(C)n2)n1. Reaction SMILES: [Br:20][c:21]1[cH:22][n:23][cH:24][n:25][cH:26]1.[F:1][c:2]1[cH:3][cH:4][c:5]([NH:9][C:10](=[O:11])[c:12]2[n:13][c:14]([CH3:19])[cH:15][cH:16][c:17]2[NH2:18])[n:6][c:7]1[CH3:8]>>[F:1][c:2]1[cH:3][cH:4][c:5]([NH:9][C:10](=[O:11])[c:12]2[n:13][c:14]([CH3:19])[cH:15][cH:16][c:17]2[NH:18][c:21]2[cH:22][n:23][cH:24][n:25][cH:26]2)[n:6][c:7]1[CH3:8]. Yields the product Cc1ccc(Nc2cncnc2)c(C(=O)Nc2ccc(F)c(C)n2)n1. Reactants: 2-R-5-(heteroaryl-2-ylamino)phenol, BrCC=C(C)C (4-bromo-2-methyl-2-butene), NC1=NC(=NC=C1)NC=1C=CC(=C(C1)O)Cl (5-(4-aminopyrimidin-2-ylamino)-2-chlorophenol), C(=O)([O-])[O-].[Cs+].[Cs+] (Cs2CO3). The solvent is CC(=O)C (acetone). The product is ClC1=C(C=C(C=C1)NC1=NC=CC(=N1)N)OCC=C(C)C (N2-(4-Chloro-3-(3-methylbut-2-enyloxy)phenyl)pyrimidin-2,4-diamine). The yield is 43.0%. Reaction SMILES: [NH2:1][C:2]1[CH:7]=[CH:6][N:5]=[C:4]([NH:8][C:9]2[CH:10]=[CH:11][C:12]([Cl:16])=[C:13]([OH:15])[CH:14]=2)[N:3]=1.C([O-])([O-])=O.[Cs+].[Cs+].Br[CH2:24][CH:25]=[C:26]([CH3:28])[CH3:27]>CC(C)=O>[Cl:16][C:12]1[CH:11]=[CH:10][C:9]([NH:8][C:4]2[N:3]=[C:2]([NH2:1])[CH:7]=[CH:6][N:5]=2)=[CH:14][C:13]=1[O:15][CH2:24][CH:25]=[C:26]([CH3:28])[CH3:27] |f:1.2.3|. Procedure details: Following the general procedure for O-alkylation of 2-R-5-(heteroaryl-2-ylamino)phenol, 5-(4-aminopyrimidin-2-ylamino)-2-chlorophenol (56 mg, 0.24 mmol) and Cs2CO3 (77 mg, 0.24 mmol) in acetone (3.0 mL) was treated with 4-bromo-2-methyl-2-butene (27 μL, 0.24 mmol) at room temperature. The title compound was obtained after purification by flash chromatography on silica gel (hexane:EtOAc 6/4) in 43% yield (31 mg).